Task: describe an organic reaction: reactants, conditions, products, and yield. Dataset: the Open Reaction Database (ORD), a public repository of structured organic reaction records The reactants are CC(=CC1=C(C=C(C(=O)OCC)C=C1)OC)C (ethyl 4-(2,2-dimethylvinyl)-3-methoxybenzoate), O (water), yellow solid. Run in C1(=CC=CC=C1)C (toluene), O1CCOCC1 (dioxane). Product: C(=O)(OCC)C1=CC(=C(C=C1)/C=C(/C=O)\C)OC ((E)-3-(4-Carbethoxy-2-methoxyphenyl)-2-methylpropenal). Isolated yield 42.0%. As a reaction SMILES: [CH3:1][C:2]([CH3:17])=[CH:3][C:4]1[CH:14]=[CH:13][C:7]([C:8]([O:10][CH2:11][CH3:12])=[O:9])=[CH:6][C:5]=1[O:15][CH3:16].[OH2:18]>O1CCOCC1.C1(C)C=CC=CC=1>[C:8]([C:7]1[CH:13]=[CH:14][C:4](/[CH:3]=[C:2](\[CH3:1])/[CH:17]=[O:18])=[C:5]([O:15][CH3:16])[CH:6]=1)([O:10][CH2:11][CH3:12])=[O:9]. Procedure details: A mixture of 1.0 g (4.3 mmol) of ethyl 4-(2,2-dimethylvinyl)-3-methoxybenzoate, 1.24 g (11.2 mmol); of SeO2, and 0.2 mL of water in 15 mL of dioxane was heated in a 110° C. oil bath for 1.5 h. After cooling to room temperature, the reaction mixture was filtered through Celite (Et2O rinse) to remove excess SeO2. Concentration afforded an orange semisolid residue, which was dissolved in a small amount of toluene and chromatographed on 25 g of silica gel using 30% Et2O/hexane to afford a small amou... The reactants are FC=1C=C(C=C(C1F)F)[C@@H]1CC[C@@H]2C=CCC(N12)=O ((3S,8aR)-3-(3,4,5-trifluorophenyl)-2,3,6,8a-tetrahydro-1H-indolizin-5-one), [H][H] (hydrogen). The reagents and catalysts are [Pt]=O (Platinum oxide). The solvent is CO (methanol). Yields the product FC=1C=C(C=C(C1F)F)[C@@H]1CC[C@H]2CCCC(N12)=O ((3S,8aR)-3-(3,4,5-trifluorophenyl)hexahydroindolizin-5-one). Yield: 99.8%. Reaction SMILES: [F:1][C:2]1[CH:3]=[C:4]([C@H:10]2[N:18]3[C@@H:13]([CH:14]=[CH:15][CH2:16][C:17]3=[O:19])[CH2:12][CH2:11]2)[CH:5]=[C:6]([F:9])[C:7]=1[F:8].[H][H]>[Pt]=O.CO>[F:9][C:6]1[CH:5]=[C:4]([C@H:10]2[N:18]3[C@H:13]([CH2:14][CH2:15][CH2:16][C:17]3=[O:19])[CH2:12][CH2:11]2)[CH:3]=[C:2]([F:1])[C:7]=1[F:8]. Procedure details: Platinum oxide (100 mg) was added to a methanol solution (20 mL) of (3S,8aR)-3-(3,4,5-trifluorophenyl)-2,3,6,8a-tetrahydro-1H-indolizin-5-one (680 mg). The resulting reaction solution was stirred under 1 atm of hydrogen atmosphere at room temperature for 2.5 hr. The reaction solution was filtered through Celite. The filtrate was concentrated under reduced pressure to give 684 mg of the title compound. The physical property values of this compound were as follows: Starting materials: ClCCl (dichloromethane), C(C1=CC=CC=C1)N1CCNCC1 (1-benzylpiperazine), [N-]=C=O (isocyanate), C(C)(=O)NC1=CC(=C(C(=O)N=[N+]=[N-])C=C1Cl)OC (4-acetylamino-5-chloro-2-methoxy-benzoyl azide). Run in C1(=CC=CC=C1)C (toluene), petrol. The product is C(C)(=O)NC1=CC(=C(C=C1Cl)NC(=O)N1CCN(CC1)CC1=CC=CC=C1)OC (N-(4-acetylamino-5-chloro-2-methoxyphenyl)-4-benzylpiperazine-1-carboxamide). As a reaction SMILES: [C:1]([NH:4][C:5]1[C:15]([Cl:16])=[CH:14][C:8](C(N=[N+]=[N-])=O)=[C:7]([O:17][CH3:18])[CH:6]=1)(=[O:3])[CH3:2].ClCCl.[CH2:22]([N:29]1[CH2:34][CH2:33][NH:32][CH2:31][CH2:30]1)[C:23]1[CH:28]=[CH:27][CH:26]=[CH:25][CH:24]=1.[N-:35]=[C:36]=[O:37]>C1(C)C=CC=CC=1>[C:1]([NH:4][C:5]1[C:15]([Cl:16])=[CH:14][C:8]([NH:35][C:36]([N:32]2[CH2:33][CH2:34][N:29]([CH2:22][C:23]3[CH:24]=[CH:25][CH:26]=[CH:27][CH:28]=3)[CH2:30][CH2:31]2)=[O:37])=[C:7]([O:17][CH3:18])[CH:6]=1)(=[O:3])[CH3:2]. Reported procedure: A solution of the 4-acetylamino-5-chloro-2-methoxy-benzoyl azide (e7) (1.35 g) in dry toluene (30 ml) was heated to 90° for 30 minutes with stirring under dry nitrogen until the evolution of nitrogen ceased. A dichloromethane solution of 1-benzylpiperazine (0.9 g) was then added to the cooled suspension of the isocyanate (e8) and the resulting solution stirred at room temperature for 1 hour. The reaction mixture was then poured into petrol (200 ml) and the precipitated solid filtered off. Recrys... RXN SMILES: [CH2:1]([O:3][C:4]([C:6]1[C:15]2[C:10](=[CH:11][CH:12]=[CH:13][CH:14]=2)[N:9]=[C:8]([C:16]([OH:18])=O)[CH:7]=1)=[O:5])[CH3:2].[CH2:19]([O:21][C:22]([N:24]1[CH2:29][CH2:28][N:27]([C:30](=[O:42])[C@@H:31]([NH2:41])[CH2:32][CH2:33][C:34]([O:36][C:37]([CH3:40])([CH3:39])[CH3:38])=[O:35])[CH2:26][CH2:25]1)=[O:23])[CH3:20].C1C=CC2N(O)N=NC=2C=1.C(Cl)CCl>CN(C=O)C.O>[CH2:1]([O:3][C:4]([C:6]1[C:15]2[C:10](=[CH:11][CH:12]=[CH:13][CH:14]=2)[N:9]=[C:8]([C:16](=[O:18])[NH:41][C@H:31]([C:30]([N:27]2[CH2:28][CH2:29][N:24]([C:22]([O:21][CH2:19][CH3:20])=[O:23])[CH2:25][CH2:26]2)=[O:42])[CH2:32][CH2:33][C:34]([O:36][C:37]([CH3:39])([CH3:40])[CH3:38])=[O:35])[CH:7]=1)=[O:5])[CH3:2]. Product: C(C)OC(=O)C1=CC(=NC2=CC=CC=C12)C(N[C@@H](CCC(=O)OC(C)(C)C)C(=O)N1CCN(CC1)C(=O)OCC)=O (2-[(S)-3-tert-Butoxycarbonyl-1-(4-ethoxycarbonyl-piperazine-1-carbonyl)-propylcarbamoyl]-quinoline-4-carboxylic acid ethyl ester). Solvent: CN(C)C=O (DMF), O (water). Reactants: C(C)OC(=O)C1=CC(=NC2=CC=CC=C12)C(=O)O (Quinoline-2,4-dicarboxylic acid 4-ethyl ester), C(C)OC(=O)N1CCN(CC1)C([C@H](CCC(=O)OC(C)(C)C)N)=O (4-((S)-2-Amino-4-tert-butoxycarbonyl-butyryl)-piperazine-1-carboxylic acid ethyl ester), C=1C=CC2=C(C1)N=NN2O (HOBT), C(CCl)Cl (EDC). Procedure: To a solution of 2 g of Quinoline-2,4-dicarboxylic acid 4-ethyl ester and 2.8 g of 4-((S)-2-Amino-4-tert-butoxycarbonyl-butyryl)-piperazine-1-carboxylic acid ethyl ester in 21 ml of DMF, 1.3 g of HOBT and 1.6 g of EDC was added and the reaction mixture was stirred for 16 h at RT. Then, the reaction mixture was diluted with water and extracted with DCM. The organic phase was dried over MgSO4 and the solvents were removed under reduced pressure. The crude product was purified by chromatography on ... Run at time 16 hour. Starting materials: [P] (phosphorus), CO (methanol), C1(=CC=CC=C1)C (toluene), C=C (ethylene), CO (methanol). Yields the product C=C (ethylene), C(C)C1=CC=C(C=C1)C (para-ethyltoluene). RXN SMILES: [CH2:1]=[CH2:2].CO.[P].[C:6]1([CH3:12])[CH:11]=[CH:10][CH:9]=[CH:8][CH:7]=1>>[CH2:6]=[CH2:7].[CH2:1]([C:9]1[CH:10]=[CH:11][C:6]([CH3:12])=[CH:7][CH:8]=1)[CH3:2]. Reported procedure: FIG. 2 compares ethylene selectivity vs. methanol conversion over a phosphorus-loaded ZSM-5, D/r2=0.5×10−6 s−1, 1 alpha catalyst using 12:1 molar methanol:aromatic feedstock, showing similar results for ethylene selectivity between toluene and para-ethyltoluene as aromatic feedstock.